From a dataset of the Open Reaction Database (ORD), a public repository of structured organic reaction records. describe an organic reaction: reactants, conditions, products, and yield Starting materials: C[C@H](CC=1C=CC=CC1)N (L-amphetamine), N (ammonia), C(C1=CC=CC=C1)(=O)O[C@H]1[C@@H](O[C@@H]([C@H]1OC(C1=CC=CC=C1)=O)COC(C1=CC=CC=C1)=O)N1C2=NC(=NC(=C2N=C1)Cl)Cl (9-(2,3,5-tri- O-benzoyl-β-D-ribofuranosyl)-2,6-dichloro-9H-purine), C(C)(C)N(CC)C(C)C (diisopropylethylamine). The solvent is O1CCOCC1 (dioxan). Yields the product ClC=1N=C(C=2N=CN([C@H]3[C@H](O)[C@H](O)[C@@H](CO)O3)C2N1)N[C@@H](CC1=CC=CC=C1)C (2-Chloro-N-[(R)-1-phenyl-2-propyl]adenosine). The yield is 20.6%. Reaction SMILES: [CH3:1][C@@H:2]([NH2:10])[CH2:3][C:4]1[CH:5]=[CH:6][CH:7]=[CH:8][CH:9]=1.C([O:19][C@@H:20]1[C@H:24]([O:25]C(=O)C2C=CC=CC=2)[C@@H:23]([CH2:34][O:35]C(=O)C2C=CC=CC=2)[O:22][C@H:21]1[N:44]1[CH:52]=[N:51][C:50]2[C:45]1=[N:46][C:47]([Cl:54])=[N:48][C:49]=2Cl)(=O)C1C=CC=CC=1.C(N(C(C)C)CC)(C)C.N>O1CCOCC1>[Cl:54][C:47]1[N:48]=[C:49]([NH:10][C@H:2]([CH3:1])[CH2:3][C:4]2[CH:9]=[CH:8][CH:7]=[CH:6][CH:5]=2)[C:50]2[N:51]=[CH:52][N:44]([C:45]=2[N:46]=1)[C@@H:21]1[O:22][C@H:23]([CH2:34][OH:35])[C@@H:24]([OH:25])[C@H:20]1[OH:19]. Reported procedure: The title compound was prepared by reacting L-amphetamine (0.49 g, 3.6 mmol) with 9-(2,3,5-tri- O-benzoyl-β-D-ribofuranosyl)-2,6-dichloro-9H-purine (1.9 g, 3.0 mmol) in dioxan (25 ml) in the presence of diisopropylethylamine (0.58 g, 4.5 mmol) followed by deprotection of the purified product using methanolic ammonia. Evaporation of the reaction mixture provided a gummy residue which crystallized on addition of dichloromethane (10 ml), to provide the title compound (0.26 g, 38%) as a solid, m.p. ... The reactants are C1(=CC=CC=C1)C1(CCS(C2CNCC21)=O)C2=CC=CC=C2 ((1RS,4aRS,7aRS)-4,4-diphenylperhydrothiopyrano[2,3-c]pyrrole 1-oxide), N1(CCCC1)CC(C)OC1=C(C=CC=C1)CC(=O)O ({[3-(1-pyrrolidinyl)-2-propoxy]phenyl}acetic acid), O.OC1=CC=CC=2NN=NC21 (hydroxybenzotriazole hydrate), Cl.CN(CCCN=C=NCC)C (1-(3-dimethylaminopropyl)-3-ethylcarbodiimide hydrochloride). The solvent is ClCCl (dichloromethane), ClCCl (dichloromethane). Reaction conditions: temperature 20 celsius, time 20 hour. The product is N1(CCCC1)CC(C)OC1=C(C=CC=C1)CC(=O)N1CC2C(C1)C(CCS2=O)(C2=CC=CC=C2)C2=CC=CC=C2 ((1RS,4aRS,7aRS)-6-{{[3-(1-pyrrolidinyl)-2-propoxy]phenyl}acetyl}-4,4-diphenylperhydrothiopyrano[2,3-c]-pyrrole 1-oxide). Isolated yield 36.5%. As a reaction SMILES: O.OC1C2N=NNC=2C=CC=1.[C:12]1([C:18]2([C:28]3[CH:33]=[CH:32][CH:31]=[CH:30][CH:29]=3)[CH:26]3[CH:22]([CH2:23][NH:24][CH2:25]3)[S:21](=[O:27])[CH2:20][CH2:19]2)[CH:17]=[CH:16][CH:15]=[CH:14][CH:13]=1.[N:34]1([CH2:39][CH:40]([O:42][C:43]2[CH:48]=[CH:47][CH:46]=[CH:45][C:44]=2[CH2:49][C:50](O)=[O:51])[CH3:41])[CH2:38][CH2:37][CH2:36][CH2:35]1.Cl.CN(C)CCCN=C=NCC>ClCCl>[N:34]1([CH2:39][CH:40]([O:42][C:43]2[CH:48]=[CH:47][CH:46]=[CH:45][C:44]=2[CH2:49][C:50]([N:24]2[CH2:25][CH:26]3[C:18]([C:12]4[CH:13]=[CH:14][CH:15]=[CH:16][CH:17]=4)([C:28]4[CH:33]=[CH:32][CH:31]=[CH:30][CH:29]=4)[CH2:19][CH2:20][S:21](=[O:27])[CH:22]3[CH2:23]2)=[O:51])[CH3:41])[CH2:35][CH2:36][CH2:37][CH2:38]1 |f:0.1,4.5|. Procedure: 0.03 g of hydroxybenzotriazole hydrate is added to a solution, cooled to +5° C., of 0.69 g of (1RS,4aRS,7aRS)-4,4-diphenylperhydrothiopyrano[2,3-c]pyrrole 1-oxide and 0.68 g of {[3-(1-pyrrolidinyl)-2-propoxy]phenyl}acetic acid in 25 cm3 of dry dichloromethane, followed by a solution of 0.5 g of 1-(3-dimethylaminopropyl)-3-ethylcarbodiimide hydrochloride in 20 cm3 of dry dichloromethane. After stirring for 2 hours at +5° C. and 20 hours at 20° C., the reaction mixture is washed twice with 50 cm3 ... Reactants: ClC1=CC=C(C=C1)C1=C(C(=NN1C1=C(C=C(C=C1)Cl)Cl)C(=O)OC)C (methyl 5-(4-chlorophenyl)-1-(2,4-dichlorophenyl)-4-methyl-1H-pyrazole-3-carboxylate), C1CC(=O)N(C1=O)Br (NBS), C(C1=CC=CC=C1)(=O)OOC(C1=CC=CC=C1)=O (benzoyl peroxide). Run in C(Cl)(Cl)(Cl)Cl (CCl4). Product: BrCC=1C(=NN(C1C1=CC=C(C=C1)Cl)C1=C(C=C(C=C1)Cl)Cl)C(=O)OC (Methyl 4-(bromomethyl)-5-(4-chlorophenyl)-1-(2,4-dichlorophenyl)-1H-pyrazole-3-carboxylate). The yield is 85.2%. RXN SMILES: [Cl:1][C:2]1[CH:7]=[CH:6][C:5]([C:8]2[N:12]([C:13]3[CH:18]=[CH:17][C:16]([Cl:19])=[CH:15][C:14]=3[Cl:20])[N:11]=[C:10]([C:21]([O:23][CH3:24])=[O:22])[C:9]=2[CH3:25])=[CH:4][CH:3]=1.C1C(=O)N([Br:33])C(=O)C1.C(OOC(=O)C1C=CC=CC=1)(=O)C1C=CC=CC=1>C(Cl)(Cl)(Cl)Cl>[Br:33][CH2:25][C:9]1[C:10]([C:21]([O:23][CH3:24])=[O:22])=[N:11][N:12]([C:13]2[CH:18]=[CH:17][C:16]([Cl:19])=[CH:15][C:14]=2[Cl:20])[C:8]=1[C:5]1[CH:4]=[CH:3][C:2]([Cl:1])=[CH:7][CH:6]=1. Procedure details: 19 g of methyl 5-(4-chlorophenyl)-1-(2,4-dichlorophenyl)-4-methyl-1H-pyrazole-3-carboxylate is placed in 200 ml of CCl4 and 8.54 g of NBS and then 1 g of benzoyl peroxide are added, heating under reflux overnight. On returning to RT, the precipitate that forms is filtered and washed with CCl4. All of the filtrate is evaporated, then taken up in AcOEt and washed with saturated NaCl solution (twice). It is dried over MgSO4 and evaporated. The expected compound crystallizes in iso ether, it is filt... The reactants are BrCC#CCN1C([C@H](CC1)O[Si](C)(C)C(C)(C)C)=O ((S)-1-(4-bromo-2-butynyl)-3-[[(1,1-dimethylethyl)dimethylsilyl]oxy]-2pyrrolidinone), N1C=NC=C1 (imidazole). The solvent is O1CCCC1 (tetrahydrofuran). Product: CC(C)(C)[Si](O[C@@H]1C(N(CC1)CC#CCN1C=NC=C1)=O)(C)C ((S)-3-[[(1,1-Dimethylethyl)Dimethylsilyl]Oxy]-1-[4-(1H-Imidazol-1-Yl)-2-Butynyl]-2-Pyrrolidinone). Isolated yield 83.1%. RXN SMILES: Br[CH2:2][C:3]#[C:4][CH2:5][N:6]1[CH2:10][CH2:9][C@H:8]([O:11][Si:12]([C:15]([CH3:18])([CH3:17])[CH3:16])([CH3:14])[CH3:13])[C:7]1=[O:19].[NH:20]1[CH:24]=[CH:23][N:22]=[CH:21]1>O1CCCC1>[CH3:16][C:15]([Si:12]([CH3:14])([CH3:13])[O:11][C@H:8]1[CH2:9][CH2:10][N:6]([CH2:5][C:4]#[C:3][CH2:2][N:20]2[CH:24]=[CH:23][N:22]=[CH:21]2)[C:7]1=[O:19])([CH3:18])[CH3:17]. Procedure details: A solution of 2.0 g of (S)-1-(4-bromo-2-butynyl)-3-[[(1,1-dimethylethyl)dimethylsilyl]oxy]-2pyrrolidinone, 1.3 g of imidazole and 50 ml of tetrahydrofuran is stirred at room temperature for 72 hours. The solution is concentrated in vacuo. The residue is purified by chromatography (alumina, activity grade 2.5, 2% methyl alcohol/methylene chloride) to give 1.6 g of the desired product as a colorless oil. [α]D26 =-30° (methylene chloride). Reactants: C1(CC1)COC=1C(=CC(=C(C1)C(C1=C(C=CC=C1Cl)Cl)=O)C)OC (5'-cyclopropylmethoxy-2,6-dichloro-4'-methoxy-2'-methylbenzophenone), C1(CC1)COC=1C(=CC(=C(C1)C(C1=C(C=CC=C1Cl)Cl)=O)C)OC (5'-cyclopropylmethoxy-2,6-dichloro-4'-methoxy-2'-methylbenzophenone), CCCBr (n-propyl bromide), C([O-])([O-])=O.[K+].[K+] (potassiumcarbonate). Solvent: C(C)O (ethanol). Run at temperature 80 celsius, time 6 hour. Product: ClC1=C(C(=O)C2=C(C=C(C(=C2)OCCC)OC)C)C(=CC=C1)Cl (2.6-Dichloro-4'-methoxy-2'-methyl-5'n-propoxy-benzophenone). As a reaction SMILES: [CH:1]1([CH2:4][O:5][C:6]2[C:7]([O:23][CH3:24])=[CH:8][C:9]([CH3:22])=[C:10]([C:12](=[O:21])[C:13]3[C:18]([Cl:19])=[CH:17][CH:16]=[CH:15][C:14]=3[Cl:20])[CH:11]=2)C[CH2:2]1.CCCBr.C(=O)([O-])[O-].[K+].[K+]>C(O)C>[Cl:19][C:18]1[CH:17]=[CH:16][CH:15]=[C:14]([Cl:20])[C:13]=1[C:12]([C:10]1[CH:11]=[C:6]([O:5][CH2:4][CH2:1][CH3:2])[C:7]([O:23][CH3:24])=[CH:8][C:9]=1[CH3:22])=[O:21] |f:2.3.4|. Procedure: A mixture of 2,6-dichloro-5'-hydroxy-4'-methoxy-2'-methylbenzophenone (Compound 5; 1.0 g, 3.2 mmol), n-propyl bromide (0.5 g, 4 mmol), potassiumcarbonate (2.8 g, 20 mmol) and ethanol (10 ml) is stirred for 6 h at 80° C., filtered and the filtrate is evaporated in vacuo. The residue is applied onto a flash chromatography column (silica gel, 30 g). Elution with toluene (750 ml) yields Compound 6 as a brown oil, 800 mg, (70.7% y) which slowly crystallizes (mp 73°-75° C.) Reactants: F[B-](F)(F)F.ClC1=CC=C(C[S+](C2=CC=CC=C2)CC2=CC=C(C=C2)Cl)C=C1 (di-(4-chlorobenzyl)-phenylsulfonium tetrafluoroborate), F[Sb-](F)(F)(F)(F)F.[Na+] (sodium hexafluoroantimonate). The solvent is C(Cl)Cl (methylene chloride). Reaction conditions: time 3 hour. Yields the product F[Sb-](F)(F)(F)(F)F.ClC1=CC=C(C[S+](CC2=CC=CC=C2)CC2=CC=C(C=C2)Cl)C=C1 (di-(4-chlorobenzyl)-benzylsulfonium hexafluoroantimonate). Isolated yield 178.1%. Reaction SMILES: F[B-](F)(F)F.[Cl:6][C:7]1[CH:28]=[CH:27][C:10]([CH2:11][S+:12]([CH2:19][C:20]2[CH:25]=[CH:24][C:23]([Cl:26])=[CH:22][CH:21]=2)C2C=CC=CC=2)=[CH:9][CH:8]=1.[F:29][Sb-:30]([F:35])([F:34])([F:33])([F:32])[F:31].[Na+]>C(Cl)Cl>[F:29][Sb-:30]([F:35])([F:34])([F:33])([F:32])[F:31].[Cl:6][C:7]1[CH:28]=[CH:27][C:10]([CH2:11][S+:12]([CH2:19][C:20]2[CH:21]=[CH:22][C:23]([Cl:26])=[CH:24][CH:25]=2)[CH2:11][C:10]2[CH:27]=[CH:28][CH:7]=[CH:8][CH:9]=2)=[CH:9][CH:8]=1 |f:0.1,2.3,5.6|. Procedure: A mixture of 7.0 g (15.2 mmol) of di-(4-chlorobenzyl)-phenylsulfonium tetrafluoroborate and 25 ml of methylene chloride is dissolved under N2 in a 100 ml round-bottomed flask to give a clear solution and the solution is cooled to 0°-5° C. 5.9 g (22.8 mmol) of sodium hexafluoroantimonate are added at this temperature and the mixture is stirred for about 3 h. The reaction mixture is filtered and the filtrate is freed from the solvent on a rotary evaporator. 50 ml of deionized water are now added t...